This data is from the Open Reaction Database (ORD), a public repository of structured organic reaction records. The task is: describe an organic reaction: reactants, conditions, products, and yield Run at time 2.5 hour. Run in hexanes, C(Cl)(Cl)(Cl)Cl (carbon tetrachloride). RXN SMILES: [CH2:1]([NH:9][C:10](=[O:31])[CH:11]([NH:23]C(OC(C)(C)C)=O)[C:12]([NH:14][CH2:15][CH2:16][C:17]1[CH:22]=[CH:21][CH:20]=[CH:19][CH:18]=1)=[O:13])[CH2:2][C:3]1[CH:8]=[CH:7][CH:6]=[CH:5][CH:4]=1.ClCCl.[F:35][C:36]([F:41])([F:40])[C:37]([OH:39])=[O:38]>C(Cl)(Cl)(Cl)Cl>[F:35][C:36]([F:41])([F:40])[C:37]([OH:39])=[O:38].[CH2:15]([NH:14][C:12](=[O:13])[CH:11]([NH2:23])[C:10]([NH:9][CH2:1][CH2:2][C:3]1[CH:4]=[CH:5][CH:6]=[CH:7][CH:8]=1)=[O:31])[CH2:16][C:17]1[CH:18]=[CH:19][CH:20]=[CH:21][CH:22]=1 |f:4.5|. The yield is 100.0%. Product: FC(C(=O)O)(F)F.C(CC1=CC=CC=C1)NC(C(C(=O)NCCC1=CC=CC=C1)N)=O (N,N′-diphenethyl-2-aminomalonamide trifluoroacetic acid salt). The reactants are C(CC1=CC=CC=C1)NC(C(C(=O)NCCC1=CC=CC=C1)NC(=O)OC(C)(C)C)=O (N,N′-diphenethyl-2-(t-butoxycarbonylamino)malonamide), FC(C(=O)O)(F)F (trifluoroacetic acid), ClCCl (dichloromethane), FC(C(=O)O)(F)F (trifluoroacetic acid). Procedure details: Combine N,N′-diphenethyl-2-(t-butoxycarbonylamino)malonamide (0.571 g, 1.35 mmol) and dichloromethane (10 mL). Add trifluoroacetic acid (1.8 mL). After 2.5 hours, evaporate in vacuo to give a residue. Add hexanes and carbon tetrachloride to co-evaporate residual trifluoroacetic acid and evaporate in vacuo to give the title compound (100%).